From a dataset of the Open Reaction Database (ORD), a public repository of structured organic reaction records. describe an organic reaction: reactants, conditions, products, and yield Starting materials: C(\C=C\CCCCCCC)(=O)O (trans-2-decenoic acid), C(CC(C)C)S (isoamylmercaptan). RXN SMILES: [C:1]([OH:12])(=O)/[CH:2]=[CH:3]/[CH2:4][CH2:5][CH2:6][CH2:7][CH2:8][CH2:9][CH3:10].[CH2:13]([SH:18])[CH2:14][CH:15]([CH3:17])[CH3:16]>>[C:1](=[O:12])([S:18][CH2:13][CH2:14][CH:15]([CH3:17])[CH3:16])/[CH:2]=[CH:3]/[CH2:4][CH2:5][CH2:6][CH2:7][CH2:8][CH2:9][CH3:10]. Product: C(\C=C\CCCCCCC)(SCCC(C)C)=O ((E)-S-isopentyl dec-2-enethioate). Procedure: The same operation as in Example 1-1 or 1-2 was carried out using trans-2-decenoic acid and isoamylmercaptan as starting materials to give the aimed compound. Reactants: CC(O)=S, CN1CC(O)CC1C(N)=O, CN(C)C=O, ClCCl, CCOC(=O)N=NC(=O)OCC, c1ccc(P(c2ccccc2)c2ccccc2)cc1. Yields the product CC(=O)SC1CC(C(N)=O)N(C)C1. As a reaction SMILES: [C:42]([CH3:43])(=[S:44])[OH:45].[CH3:1][N:2]1[CH:3]([C:8](=[O:9])[NH2:10])[CH2:4][CH:5]([OH:7])[CH2:6]1.[CH3:46][N:47]([CH3:48])[CH:49]=[O:50].[Cl:51][CH2:52][Cl:53].[O:30]=[C:31]([O:32][CH2:33][CH3:34])[N:35]=[N:36][C:37]([O:38][CH2:39][CH3:40])=[O:41].[c:11]1([P:12]([c:13]2[cH:14][cH:15][cH:16][cH:17][cH:18]2)[c:19]2[cH:20][cH:21][cH:22][cH:23][cH:24]2)[cH:25][cH:26][cH:27][cH:28][cH:29]1>>[CH3:1][N:2]1[CH:3]([C:8](=[O:9])[NH2:10])[CH2:4][CH:5]([S:44][C:42]([CH3:43])=[O:45])[CH2:6]1. Starting materials: NC1=NC(c2cccc(Br)c2)(c2ccncc2F)c2ccccc21, OB(O)c1cccnc1F. Reaction SMILES: [Br:1][c:2]1[cH:3][c:4]([C:8]2([c:18]3[c:19]([F:24])[cH:20][n:21][cH:22][cH:23]3)[N:9]=[C:10]([NH2:17])[c:11]3[cH:12][cH:13][cH:14][cH:15][c:16]32)[cH:5][cH:6][cH:7]1.[F:25][c:26]1[n:27][cH:28][cH:29][cH:30][c:31]1[B:32]([OH:33])[OH:34]>>[c:2]1(-[c:31]2[c:26]([F:25])[n:27][cH:28][cH:29][cH:30]2)[cH:3][c:4]([C:8]2([c:18]3[c:19]([F:24])[cH:20][n:21][cH:22][cH:23]3)[N:9]=[C:10]([NH2:17])[c:11]3[cH:12][cH:13][cH:14][cH:15][c:16]32)[cH:5][cH:6][cH:7]1. Product: NC1=NC(c2cccc(-c3cccnc3F)c2)(c2ccncc2F)c2ccccc21. Starting materials: ClN1C(N(C(N(C1=O)Cl)=O)Cl)=O (Trichloroisocyanuric acid), BrC1=C(C=CC=C1)C1=CC=C2C(=N1)OCC2 (6-(2-bromophenyl)-2,3-dihydrofuro[2,3-b]pyridine). Solvent: ClCCCl (1,2-dichloroethane), C(Cl)Cl (methylene chloride). Conditions: time 8 hour. The product is ClC=1C=C2C(=NC1C1=C(C=CC=C1)Br)OCC2 (5-chloro-6-(2-bromophenyl)-2,3-dihydrofuro[2,3-b]pyridine). Isolated yield 206.3%. RXN SMILES: [Cl:1]N1C(=O)N(Cl)C(=O)N(Cl)C1=O.[Br:13][C:14]1[CH:19]=[CH:18][CH:17]=[CH:16][C:15]=1[C:20]1[N:25]=[C:24]2[O:26][CH2:27][CH2:28][C:23]2=[CH:22][CH:21]=1>ClCCCl.C(Cl)Cl>[Cl:1][C:21]1[CH:22]=[C:23]2[CH2:28][CH2:27][O:26][C:24]2=[N:25][C:20]=1[C:15]1[CH:16]=[CH:17][CH:18]=[CH:19][C:14]=1[Br:13]. Reported procedure: Trichloroisocyanuric acid (0.63 g, 2.7 mmol) was added as a solid to a solution of 6-(2-bromophenyl)-2,3-dihydrofuro[2,3-b]pyridine (1.5 g, 5.4 mmol) in 1,2-dichloroethane (30 ml). The mixture was allowed to stir overnight and then a small additional amount of the chlorinating agent was added and the solution refluxed for 1.5 h. The mixture was diluted with methylene chloride and washed with water, brine (sat.), dried (over MgSO4), filtered and concentrated to afford 1.73 grams of the desired pr... Reactants: CO, CCOCC, Cl, O=[N+]([O-])c1cnc2cc(C(F)(F)F)ccc2c1O, [NH4+], [OH-]. Yields the product Cl, Nc1cnc2cc(C(F)(F)F)ccc2c1O. As a reaction SMILES: [CH3:22][OH:23].[CH3:24][CH2:25][O:26][CH2:27][CH3:28].[ClH:21].[N+:3]([O-:4])(=[O:5])[c:6]1[cH:7][n:8][c:9]2[cH:10][c:11]([C:17]([F:18])([F:19])[F:20])[cH:12][cH:13][c:14]2[c:15]1[OH:16].[NH4+:1].[OH-:2]>>[ClH:21].[NH2:3][c:6]1[cH:7][n:8][c:9]2[cH:10][c:11]([C:17]([F:18])([F:19])[F:20])[cH:12][cH:13][c:14]2[c:15]1[OH:16]. Starting materials: C(C1=CC=CC=C1)OC=1C=C2C(=C(N(C(C2=CC1)=O)CC(C)C)CO)OCCCC(F)(F)F (6-benzyloxy-3-hydroxymethyl-2-isobutyl-4-(4,4,4-trifluorobutoxy)-1(2H)-isoquinolinone), S(=O)(Cl)Cl (thionyl chloride), C(O)([O-])=O.[Na+] (sodium hydrogencarbonate). The solvent is C1(=CC=CC=C1)C (toluene). Product: C(C1=CC=CC=C1)OC=1C=C2C(=C(N(C(C2=CC1)=O)CC(C)C)CCl)OCCCC(F)(F)F (6-benzyloxy-3-chloromethyl-2-isobutyl-4-(4,4,4-trifluorobutoxy)-1(2H)-isoquinolinone). Isolated yield 88.2%. RXN SMILES: [CH2:1]([O:8][C:9]1[CH:10]=[C:11]2[C:16](=[CH:17][CH:18]=1)[C:15](=[O:19])[N:14]([CH2:20][CH:21]([CH3:23])[CH3:22])[C:13]([CH2:24]O)=[C:12]2[O:26][CH2:27][CH2:28][CH2:29][C:30]([F:33])([F:32])[F:31])[C:2]1[CH:7]=[CH:6][CH:5]=[CH:4][CH:3]=1.S(Cl)([Cl:36])=O.C(=O)([O-])O.[Na+]>C1(C)C=CC=CC=1>[CH2:1]([O:8][C:9]1[CH:10]=[C:11]2[C:16](=[CH:17][CH:18]=1)[C:15](=[O:19])[N:14]([CH2:20][CH:21]([CH3:23])[CH3:22])[C:13]([CH2:24][Cl:36])=[C:12]2[O:26][CH2:27][CH2:28][CH2:29][C:30]([F:33])([F:32])[F:31])[C:2]1[CH:7]=[CH:6][CH:5]=[CH:4][CH:3]=1 |f:2.3|. Procedure: To a solution of 6-benzyloxy-3-hydroxymethyl-2-isobutyl-4-(4,4,4-trifluorobutoxy)-1(2H)-isoquinolinone (3.80 g, 8 mmol) in toluene (30 mL) was added thionyl chloride (1.2 mL, 16 mmol). The obtained mixture was refluxed under heating for 2 h. The reaction mixture was poured into saturated aqueous sodium hydrogencarbonate solution and extracted with ethyl acetate. The extract was washed with brine, dried over anhydrous magnesium sulfate and concentrated under reduced pressure to give 6-benzyloxy-3...